Dataset: the Open Reaction Database (ORD), a public repository of structured organic reaction records. Task: describe an organic reaction: reactants, conditions, products, and yield Reactants: BrC=1C=C(C=C(C1OC(C)=O)Br)C(C)O (1-(3',5'-Dibromo-4'-acetoxyphenyl)ethanol), C(C)(C)(C)C1=C(C(O)=CC=C1)O (t-butyl catechol). Yields the product BrC=1C=C(C=C)C=C(C1OC(C)=O)Br (3,5-Dibromo-4-acetoxystyrene). Yield: 65.3%. As a reaction SMILES: [Br:1][C:2]1[CH:3]=[C:4]([CH:13](O)[CH3:14])[CH:5]=[C:6]([Br:12])[C:7]=1[O:8][C:9](=[O:11])[CH3:10].C(C1C=CC=C(O)C=1O)(C)(C)C>>[Br:1][C:2]1[CH:3]=[C:4]([CH:5]=[C:6]([Br:12])[C:7]=1[O:8][C:9](=[O:11])[CH3:10])[CH:13]=[CH2:14]. Procedure: 1-(3',5'-Dibromo-4'-acetoxyphenyl)ethanol (104.86 g, 0.296 mol) KHSO4 (1.0 g) and t-butyl catechol (3.34 g) are mixed in a flask. The flask is equipped with a fractional distillation apparatus and attached to a vacuumpump. Dehydration is conducted at 168°-187° C. under vacuum (0.05-0.10 mm Hg). The product is distilled at 116°-134° C. to yield an oily solid (61.82 g). Recrystallization from hexane gives white crystals, m.p. 76° C. The reactants are COC1=C(N(C2=C1C(N(C=1C=CC=CC21)CC(C2=CC=CC=C2)=O)=O)C)C(=O)NC2CCN(CC2)C2=CC=NC=C2 (3-methoxy-1-methyl-4-oxo-5-(2-oxo-2-phenylethyl)-N-(1-pyridin-4-ylpiperidin-4-yl)-4,5-dihydro-1H-pyrrolo[3,2-c]quinoline-2-carboxamide), C(C)OC(C)=O.Cl (hydrogen chloride ethyl acetate), C(C)(=O)OCC (ethyl acetate). Run in CO (methanol). Yields the product Cl.COC1=C(N(C2=C1C(N(C=1C=CC=CC21)CC(C2=CC=CC=C2)=O)=O)C)C(=O)NC2CCN(CC2)C2=CC=NC=C2 (3-methoxy-1-methyl-4-oxo-5-(2-oxo-2-phenylethyl)-N-(1-pyridin-4-ylpiperidin-4-yl)-4,5-dihydro-1H-pyrrolo[3,2-c]quinoline-2-carboxamide hydrochloride). Yield: 16.7%. RXN SMILES: [CH3:1][O:2][C:3]1[C:7]2[C:8](=[O:25])[N:9]([CH2:16][C:17](=[O:24])[C:18]3[CH:23]=[CH:22][CH:21]=[CH:20][CH:19]=3)[C:10]3[CH:11]=[CH:12][CH:13]=[CH:14][C:15]=3[C:6]=2[N:5]([CH3:26])[C:4]=1[C:27]([NH:29][CH:30]1[CH2:35][CH2:34][N:33]([C:36]2[CH:41]=[CH:40][N:39]=[CH:38][CH:37]=2)[CH2:32][CH2:31]1)=[O:28].C(OC(=O)C)C.[ClH:48].C(OCC)(=O)C>CO>[ClH:48].[CH3:1][O:2][C:3]1[C:7]2[C:8](=[O:25])[N:9]([CH2:16][C:17](=[O:24])[C:18]3[CH:19]=[CH:20][CH:21]=[CH:22][CH:23]=3)[C:10]3[CH:11]=[CH:12][CH:13]=[CH:14][C:15]=3[C:6]=2[N:5]([CH3:26])[C:4]=1[C:27]([NH:29][CH:30]1[CH2:31][CH2:32][N:33]([C:36]2[CH:37]=[CH:38][N:39]=[CH:40][CH:41]=2)[CH2:34][CH2:35]1)=[O:28] |f:1.2,5.6|. Procedure details: A solution of the compound of Example 563 (250 mg, 0.46 mmol) and 4N hydrogen chloride ethyl acetate solution (0.114 mL, 0.46 mmol) in methanol (3.0 mL)-ethyl acetate (3.0 mL) was stirred at room temperature for 10 min. The reaction mixture was concentrated under reduced pressure, and the residue was recrystallized from methanol-diethyl ether to give the title compound (45 mg, 17%) as a white solid. The reactants are C([O-])([O-])=O.[Cs+].[Cs+] (cesium carbonate), BrC=1C=C(C=CC1N1CCN(CC1)S(=O)(=O)C=1SC=CC1)C(C(F)(F)F)(C(F)(F)F)O (2-(3-Bromo-4-(4-(thiophen-2-ylsulfonyl)piperazin-1-yl)phenyl)-1,1,1,3,3,3-hexafluoro-2-propanol), COC(C)(C)C (methyl-t-butylether), [Si](C)(C)(C(C)(C)C)OCCC#C[B-](F)(F)F.[K+] (potassium (4-(tert-butyldimethylsilyloxy)but-1-ynyl)trifluoroborate), chloro(2-dicyclohexylphosphino-2′,6′-di-i-propoxy-1,1′-biphenyl)[2-(2-aminoethylphenyl)]palladium(II). Run in O (water), C1(=CC=CC=C1)C (toluene). Run at temperature 135 celsius. Yields the product S1C(=CC=C1)S(=O)(=O)N1CCN(CC1)C1=C(C=C(C=C1)C(C(F)(F)F)(C(F)(F)F)O)C#CCCO (4-(2-(4-(2-thiophenylsulfonyl)-1-piperazinyl)-5-(2,2,2-trifluoro-1-hydroxy-1-(trifluoromethyl)ethyl)phenyl)-3-butyn-1-ol). Yield: 23.9%. Reaction SMILES: Br[C:2]1[CH:3]=[C:4]([C:22]([OH:31])([C:27]([F:30])([F:29])[F:28])[C:23]([F:26])([F:25])[F:24])[CH:5]=[CH:6][C:7]=1[N:8]1[CH2:13][CH2:12][N:11]([S:14]([C:17]2[S:18][CH:19]=[CH:20][CH:21]=2)(=[O:16])=[O:15])[CH2:10][CH2:9]1.[Si]([O:39][CH2:40][CH2:41][C:42]#[C:43][B-](F)(F)F)(C(C)(C)C)(C)C.[K+].COC(C)(C)C.C(=O)([O-])[O-].[Cs+].[Cs+]>C1(C)C=CC=CC=1.O>[S:18]1[CH:19]=[CH:20][CH:21]=[C:17]1[S:14]([N:11]1[CH2:12][CH2:13][N:8]([C:7]2[CH:6]=[CH:5][C:4]([C:22]([OH:31])([C:27]([F:30])([F:29])[F:28])[C:23]([F:26])([F:25])[F:24])=[CH:3][C:2]=2[C:43]#[C:42][CH2:41][CH2:40][OH:39])[CH2:9][CH2:10]1)(=[O:16])=[O:15] |f:1.2,4.5.6|. Reported procedure: 2-(3-Bromo-4-(4-(thiophen-2-ylsulfonyl)piperazin-1-yl)phenyl)-1,1,1,3,3,3-hexafluoro-2-propanol (95 mg, 0.17 mmol, Example 69), potassium (4-(tert-butyldimethylsilyloxy)but-1-ynyl)trifluoroborate (75 mg, 0.26 mmol, ASDI, Newark, Del.), chloro(2-dicyclohexylphosphino-2′,6′-di-i-propoxy-1,1′-biphenyl)[2-(2-aminoethylphenyl)]palladium(II), methyl-t-butylether adduct (14 mg, 0.02 mmol, Strem Chemical Inc, Newburyport, Mass.), and cesium carbonate (182 mg, 0.56 mmol) were combined in toluene (1.5 mL)... Starting materials: C([O-])(O)=O.[Na+] (sodium bicarbonate), ClC1=NC(=C2N=CNC2=N1)Cl (2,6-dichloro-9H-purine), BrC(C(=O)OC)C (methyl 2-bromopropanoate), C([O-])([O-])=O.[K+].[K+] (potassium carbonate). Solvent: CN(C)C=O (DMF). Run at temperature 100 celsius. Yields the product ClC1=NC(=C2N=CN(C2=N1)C(C(=O)OC)C)Cl (methyl 2-(2,6-dichloro-9H-purin-9-yl)propanoate). RXN SMILES: [Cl:1][C:2]1[N:10]=[C:9]2[C:5]([N:6]=[CH:7][NH:8]2)=[C:4]([Cl:11])[N:3]=1.Br[CH:13]([CH3:18])[C:14]([O:16][CH3:17])=[O:15].C(=O)([O-])[O-].[K+].[K+].C(=O)(O)[O-].[Na+]>CN(C=O)C>[Cl:1][C:2]1[N:10]=[C:9]2[C:5]([N:6]=[CH:7][N:8]2[CH:13]([CH3:18])[C:14]([O:16][CH3:17])=[O:15])=[C:4]([Cl:11])[N:3]=1 |f:2.3.4,5.6|. Procedure details: A mixture of 2,6-dichloro-9H-purine (5.0 g, 26.5 mmol), methyl 2-bromopropanoate (5.3 g, 31.7 mmol) and potassium carbonate (11.0 g, 79.4 mmol) in anhydrous DMF (100 mL) was heated at 100° C. for 15 h. Sat. aqueous sodium bicarbonate solution was added and reaction was extracted with ethyl acetate (150 ml×3). The organic layers were combined, washed with brine, dried over sodium sulfate, and concentrated. The residue was purified by silica gel chromatography (10 to 80% ethyl acetate in hexane el... Reactants: NC=1C(=CC2=C(N(C(S2)=O)CC2=NOC(=N2)C)C1)F (5-amino-6-fluoro-3-(5-methyl-1,2,4-oxadiazol-3-ylmethyl)-2(3H)-benzothiazolone), ClC(=O)OC(Cl)(Cl)Cl (trichloromethyl chloroformate). Solvent: O1CCOCC1 (dioxane). The product is FC1=CC2=C(N(C(S2)=O)CC2=NOC(=N2)C)C=C1N=C=O (6-fluoro-5-isocyanato-3-(5-methyl-1,2,4-oxadiazol-3-ylmethyl)-2-(3H)-benzothiazolone). The yield is 100.5%. Reaction SMILES: [NH2:1][C:2]1[C:3]([F:19])=[CH:4][C:5]2[S:9][C:8](=[O:10])[N:7]([CH2:11][C:12]3[N:16]=[C:15]([CH3:17])[O:14][N:13]=3)[C:6]=2[CH:18]=1.Cl[C:21](OC(Cl)(Cl)Cl)=[O:22]>O1CCOCC1>[F:19][C:3]1[C:2]([N:1]=[C:21]=[O:22])=[CH:18][C:6]2[N:7]([CH2:11][C:12]3[N:16]=[C:15]([CH3:17])[O:14][N:13]=3)[C:8](=[O:10])[S:9][C:5]=2[CH:4]=1. Procedure: A mixture of 5-amino-6-fluoro-3-(5-methyl-1,2,4-oxadiazol-3-ylmethyl)-2(3H)-benzothiazolone (1.33 g) and dioxane (23 g) was prepared. To this mixture was dropwise added trichloromethyl chloroformate (1 g). The reaction mixture was heated under refluxing for 3 hours. The components with lower boiling points were distilled off, and the residue was dissolved in toluene (50 ml). The resulting solution was concentrated under a reduced pressure to dryness, so that the aimed compound, i.e. 6-fluoro-5-i... Reactants: OC1=C(C(=O)N)C=CC=C1 (2-Hydroxybenzamide). The solvent is CC(CC)=O (2-butanone). Yields the product C(C)C1(OC2=C(C(N1)=O)C=CC=C2)C (2-Ethyl-2-methyl-3,4-dihydro-1,3-benzoxazine-4-one). Reaction SMILES: [OH:1][C:2]1[CH:10]=[CH:9][CH:8]=[CH:7][C:3]=1[C:4]([NH2:6])=[O:5]>CC(=O)CC>[CH2:2]([C:3]1([CH3:4])[NH:6][C:4](=[O:5])[C:3]2[CH:7]=[CH:8][CH:9]=[CH:10][C:2]=2[O:1]1)[CH3:10]. Procedure: 2-Hydroxybenzamide was transformed by Method G (using 2-butanone). M.p. 76-78° C.